From a dataset of the Open Reaction Database (ORD), a public repository of structured organic reaction records. describe an organic reaction: reactants, conditions, products, and yield Starting materials: O=C([O-])O, C1CCOC1, CCc1ccc(CC(N)C(=O)OC)cc1CC, O=C1Nc2ccccc2CCN1C1CCNCC1, [Na+]. Yields the product CCc1ccc(CC(NC(=O)N2CCC(N3CCc4ccccc4NC3=O)CC2)C(=O)OC)cc1CC. Reaction SMILES: [C:41](=[O:42])([OH:43])[O-:44].[CH2:36]1[CH2:38][CH2:37][CH2:39][O:40]1.[CH3:1][O:2][C:3]([CH:4]([CH2:5][c:6]1[cH:7][c:8]([CH2:14][CH3:15])[c:9]([CH2:12][CH3:13])[cH:10][cH:11]1)[NH2:16])=[O:17].[NH:18]1[CH2:19][CH2:20][CH:21]([N:24]2[C:25](=[O:35])[NH:26][c:27]3[c:28]([cH:31][cH:32][cH:33][cH:34]3)[CH2:29][CH2:30]2)[CH2:22][CH2:23]1.[Na+:45]>>[CH3:1][O:2][C:3]([CH:4]([CH2:5][c:6]1[cH:7][c:8]([CH2:14][CH3:15])[c:9]([CH2:12][CH3:13])[cH:10][cH:11]1)[NH:16][C:39]([N:18]1[CH2:19][CH2:20][CH:21]([N:24]2[C:25](=[O:35])[NH:26][c:27]3[c:28]([cH:31][cH:32][cH:33][cH:34]3)[CH2:29][CH2:30]2)[CH2:22][CH2:23]1)=[O:40])=[O:17]. Product: CC(C)(C)OC(=O)CN. Reactants: CC(C)(C)OC(=O)CNC(=O)C(N)CCCCN, CCN(C(C)C)C(C)C, CN(C)C=O. RXN SMILES: [C:1]([CH3:2])([CH3:3])([CH3:4])[O:5][C:6]([CH2:7][NH:8][C:9](=[O:10])[CH:11]([CH2:12][CH2:13][CH2:14][CH2:15][NH2:16])[NH2:17])=[O:18].[CH:19]([N:20]([CH:21]([CH3:22])[CH3:23])[CH2:24][CH3:25])([CH3:26])[CH3:27].[O:28]=[CH:29][N:30]([CH3:31])[CH3:32]>>[C:1]([CH3:2])([CH3:3])([CH3:4])[O:5][C:6]([CH2:7][NH2:8])=[O:18]. Reactants: FC=1C=C(C=CC1[N+](=O)[O-])C (3-fluoro-4-nitrotoluene), CC(C)O (2-propanol), C(C)(C)OC1=C(N)C=CC(=C1)C (2-isopropoxy-4-methyl-aniline), C(C)(C)OC1=C(N)C=CC(=C1)C (2-isopropoxy-4-methyl-aniline), NC=1SC=CN1 (2-aminothiazole). The product is 3-(2-Isopropoxy)-4-nitrotoluene, C(C)(C)OC1=C(C=CC(=C1)C)NC(=O)NC=1SC=CN1 (1-(2-Isopropoxy-4-methyl-phenyl)-3-thiazol-2-yl-urea). Yield: 62.0%. RXN SMILES: FC1C=C(C)C=CC=1[N+]([O-])=O.[CH:12]([O:15][C:16]1[CH:22]=[C:21]([CH3:23])[CH:20]=[CH:19][C:17]=1[NH2:18])([CH3:14])[CH3:13].[NH2:24][C:25]1[S:26][CH:27]=[CH:28][N:29]=1.C[CH:31]([OH:33])C>>[CH:12]([O:15][C:16]1[CH:22]=[C:21]([CH3:23])[CH:20]=[CH:19][C:17]=1[NH:18][C:31]([NH:24][C:25]1[S:26][CH:27]=[CH:28][N:29]=1)=[O:33])([CH3:14])[CH3:13]. Procedure: 3-(2-Isopropoxy)-4-nitrotoluene (0.72 g, 74%) was prepared from 2-propanol and 3-fluoro-4-nitrotoluene (0.77 g, 5.0 mmol) following the general procedure G. This was reduced to 2-isopropoxy-4-methyl-aniline (0.42 g, 70%) following general procedure C. 1-(2-Isopropoxy-4-methyl-phenyl)-3-thiazol-2-yl-urea (180 mg, 62%) was prepared from 2-isopropoxy-4-methyl-aniline (165 mg, 1.0 mmol) and 2-aminothiazole (100 mg, 1.0 mmol) following the general procedure D. Starting materials: [BH4-], O=C(N(Cc1ccnc2ccccc12)C1CCN(Cc2ccnc3ccccc23)C(Cc2ccccc2)C1)C(F)(F)F, [Na+]. Yields the product c1ccc(CC2CC(NCc3ccnc4ccccc34)CCN2Cc2ccnc3ccccc23)cc1. RXN SMILES: [BH4-:43].[CH2:1]([c:2]1[cH:3][cH:4][cH:5][cH:6][cH:7]1)[CH:8]1[N:9]([CH2:32][c:33]2[cH:34][cH:35][n:36][c:37]3[cH:38][cH:39][cH:40][cH:41][c:42]23)[CH2:10][CH2:11][CH:12]([N:14]([C:15](=[O:16])[C:17]([F:18])([F:19])[F:20])[CH2:21][c:22]2[cH:23][cH:24][n:25][c:26]3[cH:27][cH:28][cH:29][cH:30][c:31]23)[CH2:13]1.[Na+:44]>>[CH2:1]([c:2]1[cH:3][cH:4][cH:5][cH:6][cH:7]1)[CH:8]1[N:9]([CH2:32][c:33]2[cH:34][cH:35][n:36][c:37]3[cH:38][cH:39][cH:40][cH:41][c:42]23)[CH2:10][CH2:11][CH:12]([NH:14][CH2:21][c:22]2[cH:23][cH:24][n:25][c:26]3[cH:27][cH:28][cH:29][cH:30][c:31]23)[CH2:13]1. Reaction SMILES: [OH:1][C:2]1[CH:3]=[C:4]([CH:7]=[CH:8][CH:9]=1)[CH:5]=[O:6].[CH2:10](Cl)[C:11]1[CH:16]=[CH:15][CH:14]=[CH:13][CH:12]=1.C(=O)([O-])[O-].[Na+].[Na+]>CC(C)=O.CCCCCC.C(OCC)(=O)C>[CH2:10]([O:1][C:2]1[CH:3]=[C:4]([CH:7]=[CH:8][CH:9]=1)[CH:5]=[O:6])[C:11]1[CH:16]=[CH:15][CH:14]=[CH:13][CH:12]=1 |f:2.3.4|. Yield: 83.9%. Reported procedure: 24.2 g (0.2 mol) of 3-hydroxybenzaldehyde and 25.32 g (0.2 mol) of benzyl chloride were placed in 500 ml of acetone and 21.2 g (0.2 mol) of sodium carbonate was added thereto. The resulting solution was stirred for 12 to 24 hours with heating, cooled to room temperature. The solvent was removed under a reduced pressure and the residue thus obtained was washed with water and the extracted with ethyl acetate twice. The organic layer was dried and the solvent was removed under a reduced pressure to... Starting materials: OC=1C=C(C=O)C=CC1 (3-hydroxybenzaldehyde), C(C1=CC=CC=C1)Cl (benzyl chloride), C([O-])([O-])=O.[Na+].[Na+] (sodium carbonate). Product: C(C1=CC=CC=C1)OC=1C=C(C=O)C=CC1 (3-Benzyloxybenzaldehyde). The solvent is CC(=O)C (acetone), CCCCCC (n-hexane), C(C)(=O)OCC (ethyl acetate). Conditions: time 18 hour. Starting materials: C[Si]([O-])(C)C.[K+] (Potassium trimethylsilanolate), ClC1=C(C=CC(=C1)NC(=O)C=1OC(=NN1)NC1=C(C=C(C(=C1)F)F)F)[C@@H]1CC[C@H](CC1)C(C(=O)OCC)C (rac-Ethyl 2-(trans-4-{2-chloro-4-[({5-[(2,4,5-trifluorophenyl)amino]-1,3,4-oxadiazol-2-yl}carbonyl)amino]phenyl}cyclohexyl)propanoate), aqueous solution, C(CC(O)(C(=O)O)CC(=O)O)(=O)O (citric acid). The solvent is C1CCOC1 (THF). Conditions: temperature 90 celsius, time 30 minute. Product: ClC1=C(C=CC(=C1)NC(=O)C=1OC(=NN1)NC1=C(C=C(C(=C1)F)F)F)[C@@H]1CC[C@H](CC1)C(C(=O)O)C (rac-2-(trans-4-{2-Chloro-4-[({5-[(2,4,5-trifluorophenyl)amino]-1,3,4-oxadiazol-2-yl}carbonyl)amino]phenyl}cyclohexyl)propanoic acid). Yield: 109.0%. RXN SMILES: C[Si](C)(C)[O-].[K+].[Cl:7][C:8]1[CH:13]=[C:12]([NH:14][C:15]([C:17]2[O:18][C:19]([NH:22][C:23]3[CH:28]=[C:27]([F:29])[C:26]([F:30])=[CH:25][C:24]=3[F:31])=[N:20][N:21]=2)=[O:16])[CH:11]=[CH:10][C:9]=1[C@H:32]1[CH2:37][CH2:36][C@H:35]([CH:38]([CH3:44])[C:39]([O:41]CC)=[O:40])[CH2:34][CH2:33]1.C(O)(=O)CC(CC(O)=O)(C(O)=O)O>C1COCC1>[Cl:7][C:8]1[CH:13]=[C:12]([NH:14][C:15]([C:17]2[O:18][C:19]([NH:22][C:23]3[CH:28]=[C:27]([F:29])[C:26]([F:30])=[CH:25][C:24]=3[F:31])=[N:20][N:21]=2)=[O:16])[CH:11]=[CH:10][C:9]=1[C@H:32]1[CH2:33][CH2:34][C@H:35]([CH:38]([CH3:44])[C:39]([OH:41])=[O:40])[CH2:36][CH2:37]1 |f:0.1|. Procedure details: Potassium trimethylsilanolate (1.29 g, 9.98 mmol) was added in one portion to a stirred solution of rac-ethyl 2-(trans-4-{2-chloro-4-[({5-[(2,4,5-trifluorophenyl)amino]-1,3,4-oxadiazol-2-yl}carbonyl)amino]phenyl}cyclohexyl)propanoate (Example 641, 550 mg, 1.0 mmol) in THF (10 mL) and the reaction mixture was heated in the microwave at 90° C. for 20 min. The reaction mixture was concentrated in vacuo to leave a yellow solid and then a 1M aqueous solution of citric acid (40 mL) was added and the m...